This data is from the Open Reaction Database (ORD), a public repository of structured organic reaction records. The task is: describe an organic reaction: reactants, conditions, products, and yield The reactants are [OH-].[Li+] (lithium hydroxide), C(C1=CC=CC=C1)(C1=CC=CC=C1)N1CCN(CC1)CC(=O)OC ((4-benzhydrylpiperazin-1-yl)-acetic acid, methyl ester). The solvent is C1CCOC1.O (THF water). Conditions: time 8 hour. The product is C(C1=CC=CC=C1)(C1=CC=CC=C1)N1CCN(CC1)CC(=O)O ((4-benzhydrylpiperazin-1-yl)-acetic acid). As a reaction SMILES: [OH-].[Li+].[CH:3]([N:16]1[CH2:21][CH2:20][N:19]([CH2:22][C:23]([O:25]C)=[O:24])[CH2:18][CH2:17]1)([C:10]1[CH:15]=[CH:14][CH:13]=[CH:12][CH:11]=1)[C:4]1[CH:9]=[CH:8][CH:7]=[CH:6][CH:5]=1>C1COCC1.O>[CH:3]([N:16]1[CH2:17][CH2:18][N:19]([CH2:22][C:23]([OH:25])=[O:24])[CH2:20][CH2:21]1)([C:4]1[CH:9]=[CH:8][CH:7]=[CH:6][CH:5]=1)[C:10]1[CH:11]=[CH:12][CH:13]=[CH:14][CH:15]=1 |f:0.1,3.4|. Reported procedure: An aqueous solution of lithium hydroxide (486 mg, 11.58 mmol, 2 ml water) was added to a solution of (4-benzhydrylpiperazin-1-yl)-acetic acid, methyl ester (2.5 g, 7.72 mmol) in a 5:1 mixture of THF/water (20 ml). The reaction was stirred at room temperature overnight. THF was removed under reduced pressure. The reaction mixture was partitioned between ethyl acetate and water. The aqueous layer was separated and neutralised to pH7 with 1M HCI. A white gelatinous precipitate of (4-benzhydrylpiper... The reactants are NC1=C(C=CC(=C1)[N+](=O)[O-])O (2-amino-4-nitrophenol), OC1=C(CCl)C=C(C=C1)[N+](=O)[O-] (2-hydroxy-5-nitrobenzyl chloride), alcohol, C(C)(=O)[O-].[Na+] (sodium acetate), alcohol. Run at time 2 hour. Yields the product OC1=C(C=C(C=C1)[N+](=O)[O-])NCC1=C(C=CC(=C1)[N+](=O)[O-])O (N-(2'-Hydroxy-5'-nitrophenyl)-2-hydroxy-5-nitrobenzylamine). Reaction SMILES: [NH2:1][C:2]1[CH:7]=[C:6]([N+:8]([O-:10])=[O:9])[CH:5]=[CH:4][C:3]=1[OH:11].C([O-])(=O)C.[Na+].[OH:17][C:18]1[CH:25]=[CH:24][C:23]([N+:26]([O-:28])=[O:27])=[CH:22][C:19]=1[CH2:20]Cl>>[OH:11][C:3]1[CH:4]=[CH:5][C:6]([N+:8]([O-:10])=[O:9])=[CH:7][C:2]=1[NH:1][CH2:20][C:19]1[CH:22]=[C:23]([N+:26]([O-:28])=[O:27])[CH:24]=[CH:25][C:18]=1[OH:17] |f:1.2|. Procedure: 15.4 g. of 2-amino-4-nitrophenol and 8.2 g. of sodium acetate were added to 200 ml. of an alcohol and the mixture was heated under reflux. To the mixture was added dropwise 19.6 g. of 2-hydroxy-5-nitrobenzyl chloride dissolved in 70 ml. of an alcohol over a period of time of 30 minutes. After the reaction was effected for about 2 hours, the alcohol was distilled off. The reaction mixture was extracted with ethyl acetate and the extract was washed with water and concentrated by distilling off the... Reactants: CCC(C)c1cc(Br)c2nc(C)c(C)c(OCc3ccccc3)c2c1, [Li]CCCC, CCCCCC, COC=O, C1CCOC1, O. Product: CCC(C)c1cc(C=O)c2nc(C)c(C)c(OCc3ccccc3)c2c1. Reaction SMILES: [CH2:1]([c:2]1[cH:3][cH:4][cH:5][cH:6][cH:7]1)[O:8][c:9]1[c:10]([CH3:25])[c:11]([CH3:24])[n:12][c:13]2[c:14]([Br:23])[cH:15][c:16]([CH:19]([CH3:20])[CH2:21][CH3:22])[cH:17][c:18]12.[CH2:26]([Li:27])[CH2:28][CH2:29][CH3:30].[CH3:41][CH2:42][CH2:43][CH2:44][CH2:45][CH3:46].[CH:31](=[O:32])[O:33][CH3:34].[O:36]1[CH2:37][CH2:38][CH2:39][CH2:40]1.[OH2:35]>>[CH2:1]([c:2]1[cH:3][cH:4][cH:5][cH:6][cH:7]1)[O:8][c:9]1[c:10]([CH3:25])[c:11]([CH3:24])[n:12][c:13]2[c:14]([CH:31]=[O:32])[cH:15][c:16]([CH:19]([CH3:20])[CH2:21][CH3:22])[cH:17][c:18]12. Starting materials: C[N+]1([O-])CCOCC1, O=C1c2ccccc2C(=O)N1OC1CC=CC1, O=[Os](=O)(=O)=O, O. The product is O=C1c2ccccc2C(=O)N1OC1CC(O)C(O)C1. As a reaction SMILES: [CH3:18][N+:19]1([O-:20])[CH2:21][CH2:23][O:22][CH2:24][CH2:25]1.[CH:1]1([O:6][N:7]2[C:8](=[O:17])[c:9]3[cH:10][cH:11][cH:12][cH:13][c:14]3[C:15]2=[O:16])[CH2:2][CH:3]=[CH:4][CH2:5]1.[O:27]=[Os:28](=[O:29])(=[O:30])=[O:31].[OH2:26]>>[CH:1]1([O:6][N:7]2[C:8](=[O:17])[c:9]3[cH:10][cH:11][cH:12][cH:13][c:14]3[C:15]2=[O:16])[CH2:2][CH:3]([OH:26])[CH:4]([OH:22])[CH2:5]1. Reaction SMILES: [CH3:1][S:2][C:3]([CH:4]([c:5]1[c:6]([F:15])[c:7]([O:13][CH3:14])[cH:8][c:9]([O:11][CH3:12])[cH:10]1)[NH:16][c:17]1[cH:18][cH:19][c:20]([C:23]#[N:24])[cH:21][cH:22]1)=[NH:25].[CH3:26][CH2:27][O:28][C:29](=[O:30])[CH3:31]>>[CH3:1][S:2][C:3]([C:4]([c:5]1[c:6]([F:15])[c:7]([O:13][CH3:14])[cH:8][c:9]([O:11][CH3:12])[cH:10]1)=[N:16][c:17]1[cH:18][cH:19][c:20]([C:23]#[N:24])[cH:21][cH:22]1)=[NH:25]. Reactants: COc1cc(OC)c(F)c(C(Nc2ccc(C#N)cc2)C(=N)SC)c1, CCOC(C)=O. Yields the product COc1cc(OC)c(F)c(C(=Nc2ccc(C#N)cc2)C(=N)SC)c1.